From a dataset of the Open Reaction Database (ORD), a public repository of structured organic reaction records. describe an organic reaction: reactants, conditions, products, and yield The reactants are COc1cccc(CCOc2cccc3[nH]c(C(=O)O)cc23)c1, CC1CN(CCC2(O)CCC(N)CC2)CCC1O. Yields the product COc1cccc(CCOc2cccc3[nH]c(C(=O)NC4CCC(O)(CCN5CCC(O)C(C)C5)CC4)cc23)c1. RXN SMILES: [CH3:1][O:2][c:3]1[cH:4][c:5]([CH2:9][CH2:10][O:11][c:12]2[c:13]3[cH:14][c:15]([C:21](=[O:22])[OH:23])[nH:16][c:17]3[cH:18][cH:19][cH:20]2)[cH:6][cH:7][cH:8]1.[NH2:24][CH:25]1[CH2:26][CH2:27][C:28]([OH:31])([CH2:32][CH2:33][N:34]2[CH2:35][CH:36]([CH3:41])[CH:37]([OH:40])[CH2:38][CH2:39]2)[CH2:29][CH2:30]1>>[CH3:1][O:2][c:3]1[cH:4][c:5]([CH2:9][CH2:10][O:11][c:12]2[c:13]3[cH:14][c:15]([C:21](=[O:23])[NH:24][CH:25]4[CH2:26][CH2:27][C:28]([OH:31])([CH2:32][CH2:33][N:34]5[CH2:35][CH:36]([CH3:41])[CH:37]([OH:40])[CH2:38][CH2:39]5)[CH2:29][CH2:30]4)[nH:16][c:17]3[cH:18][cH:19][cH:20]2)[cH:6][cH:7][cH:8]1. Starting materials: OC1=CC=C(C=O)C=C1 (4-hydroxybenzaldehyde), [Cl-].N1=C(C=CC2=CC=CC=C12)COC1=CC=C(C[P+](C2=CC=CC=C2)(C2=CC=CC=C2)C2=CC=CC=C2)C=C1 (4-(2-quinolinylmethyloxy)benzyl triphenylphosphonium chloride), [H-].[Na+] (NaH), resultant mixture, ice water. The solvent is CN(C)C=O (DMF), CN(C)C=O (DMF). Conditions: temperature 0 celsius, time 15 minute. The product is N1=C(C=CC2=CC=CC=C12)COC1=CC=C(C=CC2=CC=C(C=C2)O)C=C1 (4-(4-(2-quinolinylmethyloxy)styryl)-phenol). Reaction SMILES: [Cl-].[N:2]1[C:11]2[C:6](=[CH:7][CH:8]=[CH:9][CH:10]=2)[CH:5]=[CH:4][C:3]=1[CH2:12][O:13][C:14]1[CH:39]=[CH:38][C:17]([CH2:18][P+](C2C=CC=CC=2)(C2C=CC=CC=2)C2C=CC=CC=2)=[CH:16][CH:15]=1.[H-].[Na+].[OH:42][C:43]1[CH:50]=[CH:49][C:46]([CH:47]=O)=[CH:45][CH:44]=1>CN(C=O)C>[N:2]1[C:11]2[C:6](=[CH:7][CH:8]=[CH:9][CH:10]=2)[CH:5]=[CH:4][C:3]=1[CH2:12][O:13][C:14]1[CH:15]=[CH:16][C:17]([CH:18]=[CH:47][C:46]2[CH:49]=[CH:50][C:43]([OH:42])=[CH:44][CH:45]=2)=[CH:38][CH:39]=1 |f:0.1,2.3|. Reported procedure: A suspension of (13.29 mmol) of 4-(2-quinolinylmethyloxy)benzyl triphenylphosphonium chloride in 100 ml of dry DMF under positive nitrogen atmosphere is cooled to 0° C. and 0.50 g (20.77 mmol), of an 80% NaH in oil dispersion is added in small portions. The suspension is aged for 15 minutes at 0° C. followed by 45 minutes at room temperature to assure complete anion formation. The flask is cooled to 0° C. and (13.29 mmol) of 4-hydroxybenzaldehyde in 20 ml of DMF is dropped in over a period of 15... Starting materials: [Br-], O=C([O-])[O-], [Li]CCCC, COCCOC, c1ccc([P+](CC2CC2)(c2ccccc2)c2ccccc2)cc1, Fc1ccc(-c2cn3ccnc(Cl)c3n2)c(F)c1, [Na+], [Na+], O. The product is Fc1ccc(-c2cn3ccnc(CC4CC4)c3n2)c(F)c1. As a reaction SMILES: [Br-:1].[C:48](=[O:49])([O-:50])[O-:51].[CH2:25]([Li:26])[CH2:27][CH2:28][CH3:29].[CH3:54][O:55][CH2:56][CH2:57][O:58][CH3:59].[CH:2]1([CH2:5][P+:6]([c:7]2[cH:8][cH:9][cH:10][cH:11][cH:12]2)([c:13]2[cH:14][cH:15][cH:16][cH:17][cH:18]2)[c:19]2[cH:20][cH:21][cH:22][cH:23][cH:24]2)[CH2:3][CH2:4]1.[Cl:30][c:31]1[c:32]2[n:33]([cH:34][cH:35][n:36]1)[cH:37][c:38](-[c:40]1[c:41]([F:47])[cH:42][c:43]([F:46])[cH:44][cH:45]1)[n:39]2.[Na+:52].[Na+:53].[OH2:60]>>[CH:2]1([CH2:5][c:31]2[c:32]3[n:33]([cH:34][cH:35][n:36]2)[cH:37][c:38](-[c:40]2[c:41]([F:47])[cH:42][c:43]([F:46])[cH:44][cH:45]2)[n:39]3)[CH2:3][CH2:4]1.